This data is from the Open Reaction Database (ORD), a public repository of structured organic reaction records. The task is: describe an organic reaction: reactants, conditions, products, and yield Reactants: NC(CCC)C, CC1=CC(C)=C(S(=O)(Cl)=O)C(C)=C1. The reagents and catalysts are O=C([O-])O.[Na+] (NaHCO3). Run in O (water), OCCOCCOCCOCCOCCO (PEG400), CC(C)=O (acetone). Run at temperature 25 celsius, pressure 100 psi, time 20 minute. The product is CCCC(C)NS(=O)(=O)c1c(C)cc(C)cc1C. Isolated yield 85.0%. Starting materials: ClC1=CC=C(C=C1)N1C2=C(N3C(C(C1=O)CC(=O)OC(C)(C)C)=NN=C3C)C=CC=C2 (tert-butyl 2-(6-(4-chlorophenyl)-1-methyl-5-oxo-5,6-dihydro-4H-benzo[b][1,2,4]triazolo[4,3-d][1,4]diazepin-4-yl)acetate), C(=O)(C(F)(F)F)O (TFA). The solvent is C(Cl)Cl (DCM). Run at time 2 hour. The product is ClC1=CC=C(C=C1)N1C2=C(N3C(C(C1=O)CC(=O)O)=NN=C3C)C=CC=C2 (2-(6-(4-chlorophenyl)-1-methyl-5-oxo-5,6-dihydro-4H-benzo[b][1,2,4]triazolo[4,3-d][1,4]diazepin-4-yl)acetic acid). Isolated yield 84.6%. As a reaction SMILES: [Cl:1][C:2]1[CH:7]=[CH:6][C:5]([N:8]2[C:14](=[O:15])[CH:13]([CH2:16][C:17]([O:19]C(C)(C)C)=[O:18])[C:12]3=[N:24][N:25]=[C:26]([CH3:27])[N:11]3[C:10]3[CH:28]=[CH:29][CH:30]=[CH:31][C:9]2=3)=[CH:4][CH:3]=1.C(O)(C(F)(F)F)=O>C(Cl)Cl>[Cl:1][C:2]1[CH:7]=[CH:6][C:5]([N:8]2[C:14](=[O:15])[CH:13]([CH2:16][C:17]([OH:19])=[O:18])[C:12]3=[N:24][N:25]=[C:26]([CH3:27])[N:11]3[C:10]3[CH:28]=[CH:29][CH:30]=[CH:31][C:9]2=3)=[CH:4][CH:3]=1. Procedure: To a solution of tert-butyl 2-(6-(4-chlorophenyl)-1-methyl-5-oxo-5,6-dihydro-4H-benzo[b][1,2,4]triazolo[4,3-d][1,4]diazepin-4-yl)acetate (90 mg, 0.21 mmol) in 5 mL of DCM, was added TFA (1 mL). The mixture was stirred at room temperature for 2 h. The solvent was removed in vacuo and the residue was purified by flash chromatography eluting with DCM:MeOH=20:1 to give 2-(6-(4-chlorophenyl)-1-methyl-5-oxo-5,6-dihydro-4H-benzo[b][1,2,4]triazolo[4,3-d][1,4]diazepin-4-yl)acetic acid as a yellow solid (...